Dataset: the Open Reaction Database (ORD), a public repository of structured organic reaction records. Task: describe an organic reaction: reactants, conditions, products, and yield Starting materials: C(C1=CC=CC=C1)N1CCN(CC1)C([C@H](CC1=CC=CC=C1)NCC1=CC=C(C=C1)CCCCC)=O (1-(4-benzyl-piperazin-1-yl)-(S)-2-(4-pentyl-benzylamino)-3-phenyl-propan-1-one), FC(C=1C=C(/C=C/C(=O)O)C=CC1)(F)F (trans-3-trifluoromethyl-cinnamic acid). Product: C(C1=CC=CC=C1)[C@@H](C(=O)N1CCN(CC1)CC1=CC=CC=C1)N(C(C=CC1=CC(=CC=C1)C(F)(F)F)=O)CC1=CC=C(C=C1)CCCCC (N—[(S)-1-benzyl-2-(4-benzyl-piperazin-1-yl)-2-oxo-ethyl]-N-(4-pentyl-benzyl)-3-(3-trifluoromethyl-phenyl)-acrylamide). Yield: 69.9%. Reaction SMILES: [CH2:1]([N:8]1[CH2:13][CH2:12][N:11]([C:14](=[O:36])[C@@H:15]([NH:23][CH2:24][C:25]2[CH:30]=[CH:29][C:28]([CH2:31][CH2:32][CH2:33][CH2:34][CH3:35])=[CH:27][CH:26]=2)[CH2:16][C:17]2[CH:22]=[CH:21][CH:20]=[CH:19][CH:18]=2)[CH2:10][CH2:9]1)[C:2]1[CH:7]=[CH:6][CH:5]=[CH:4][CH:3]=1.[F:37][C:38]([F:51])([F:50])[C:39]1[CH:40]=[C:41]([CH:47]=[CH:48][CH:49]=1)/[CH:42]=[CH:43]/[C:44](O)=[O:45]>>[CH2:16]([C@H:15]([N:23]([CH2:24][C:25]1[CH:26]=[CH:27][C:28]([CH2:31][CH2:32][CH2:33][CH2:34][CH3:35])=[CH:29][CH:30]=1)[C:44](=[O:45])[CH:43]=[CH:42][C:41]1[CH:47]=[CH:48][CH:49]=[C:39]([C:38]([F:50])([F:51])[F:37])[CH:40]=1)[C:14]([N:11]1[CH2:10][CH2:9][N:8]([CH2:1][C:2]2[CH:7]=[CH:6][CH:5]=[CH:4][CH:3]=2)[CH2:13][CH2:12]1)=[O:36])[C:17]1[CH:22]=[CH:21][CH:20]=[CH:19][CH:18]=1. Procedure: Acylation of 1-(4-benzyl-piperazin-1-yl)-(S)-2-(4-pentyl-benzylamino)-3-phenyl-propan-1-one (43.5 mg, 0.09 mmol) according to the procedure described for the preparation of Example 1 with trans-3-trifluoromethyl-cinnamic acid (21.4 mg, 0.099 mmol) gave 42.9 mg (69%) of N—[(S)-1-benzyl-2-(4-benzyl-piperazin-1-yl)-2-oxo-ethyl]-N-(4-pentyl-benzyl)-3-(3-trifluoromethyl-phenyl)-acrylamide. LC-MS: tR=1.02 min; [M+H]+=682.48. Starting materials: C(C)(C)[Mg]Cl (Isopropylmagnesium chloride), ClC1=CC=C(COC=2C(=CC(=NC2)C=O)OC)C=C1 (5-(4-chloro-benzyloxy)-4-methoxy-pyridine-2-carbaldehyde), IC1=CN(C2=NC=CC=C21)[Si](C(C)C)(C(C)C)C(C)C (3-Iodo-1-triisopropylsilanyl-1H-pyrrolo[2,3-b]pyridine). Run in O1CCCC1 (tetrahydrofuran), O1CCCC1 (tetrahydrofuran), O1CCCC1 (tetrahydrofuran). Run at temperature -20 celsius, time 1 hour. Yields the product ClC1=CC=C(COC=2C(=CC(=NC2)C(O)C2=CN(C3=NC=CC=C32)[Si](C(C)C)(C(C)C)C(C)C)OC)C=C1 ([5-(4-chloro-benzyloxy)-4-methoxy-pyridin-2-yl]-(1-triisopropylsilanyl-1H-pyrrolo[2,3-b]pyridin-3-yl)-methanol). RXN SMILES: I[C:2]1[C:10]2[C:5](=[N:6][CH:7]=[CH:8][CH:9]=2)[N:4]([Si:11]([CH:18]([CH3:20])[CH3:19])([CH:15]([CH3:17])[CH3:16])[CH:12]([CH3:14])[CH3:13])[CH:3]=1.C([Mg]Cl)(C)C.[Cl:26][C:27]1[CH:44]=[CH:43][C:30]([CH2:31][O:32][C:33]2[C:34]([O:41][CH3:42])=[CH:35][C:36]([CH:39]=[O:40])=[N:37][CH:38]=2)=[CH:29][CH:28]=1>O1CCCC1>[Cl:26][C:27]1[CH:44]=[CH:43][C:30]([CH2:31][O:32][C:33]2[C:34]([O:41][CH3:42])=[CH:35][C:36]([CH:39]([C:2]3[C:10]4[C:5](=[N:6][CH:7]=[CH:8][CH:9]=4)[N:4]([Si:11]([CH:18]([CH3:20])[CH3:19])([CH:15]([CH3:17])[CH3:16])[CH:12]([CH3:14])[CH3:13])[CH:3]=3)[OH:40])=[N:37][CH:38]=2)=[CH:29][CH:28]=1. Reported procedure: 3-Iodo-1-triisopropylsilanyl-1H-pyrrolo[2,3-b]pyridine (635, 180 mg, 0.450 mmol) was dissolved in tetrahydrofuran (2.5 mL) and the reaction was cooled to −20° C. under an atmosphere of nitrogen. Isopropylmagnesium chloride in tetrahydrofuran (2.00 M, 0.243 mL) was added. The reaction was stirred for 1 hour, during which the temperature rose to 0° C. The reaction was cooled to −20° C. and 5-(4-chloro-benzyloxy)-4-methoxy-pyridine-2-carbaldehyde (641, 80.0 mg, 0.288 mmol) in tetrahydrofuran (0.75 ... The reactants are [Br-], c1ccc(CC[P+](c2ccccc2)(c2ccccc2)c2ccccc2)cc1, COC[P+](c1ccccc1)(c1ccccc1)c1ccccc1, [Cl-], COc1cc(F)c(N2CCC(=O)CC2)cc1F, COc1cc(F)c(N2CCC(C=O)CC2)cc1F. Product: COc1cc(F)c(N2CCC(C=CCc3ccccc3)CC2)cc1F. Reaction SMILES: [Br-:41].[CH2:42]([CH2:43][c:44]1[cH:45][cH:46][cH:47][cH:48][cH:49]1)[P+:50]([c:51]1[cH:52][cH:53][cH:54][cH:55][cH:56]1)([c:57]1[cH:58][cH:59][cH:60][cH:61][cH:62]1)[c:63]1[cH:64][cH:65][cH:66][cH:67][cH:68]1.[CH3:2][O:3][CH2:4][P+:5]([c:6]1[cH:7][cH:8][cH:9][cH:10][cH:11]1)([c:12]1[cH:13][cH:14][cH:15][cH:16][cH:17]1)[c:18]1[cH:19][cH:20][cH:21][cH:22][cH:23]1.[Cl-:1].[F:24][c:25]1[cH:26][c:27]([O:28][CH3:29])[c:30]([F:31])[cH:32][c:33]1[N:34]1[CH2:35][CH2:36][C:37](=[O:38])[CH2:39][CH2:40]1.[F:69][c:70]1[c:71]([N:79]2[CH2:80][CH2:81][CH:82]([CH:85]=[O:86])[CH2:83][CH2:84]2)[cH:72][c:73]([F:78])[c:74]([O:76][CH3:77])[cH:75]1>>[CH:42]([CH2:43][c:44]1[cH:45][cH:46][cH:47][cH:48][cH:49]1)=[CH:85][CH:82]1[CH2:81][CH2:80][N:79]([c:71]2[c:70]([F:69])[cH:75][c:74]([O:76][CH3:77])[c:73]([F:78])[cH:72]2)[CH2:84][CH2:83]1. The reactants are COC(=O)c1nccc(Sc2cnc(Nc3ccc(CNC(=O)OC(C)(C)C)cn3)s2)c1F, Cl, [Na+], C1CCOC1, [OH-], O. Product: CC(C)(C)OC(=O)NCc1ccc(Nc2ncc(Sc3ccnc(C(=O)O)c3F)s2)nc1. Reaction SMILES: [C:1]([CH3:2])([CH3:3])([CH3:4])[O:5][C:6](=[O:7])[NH:8][CH2:9][c:10]1[cH:11][cH:12][c:13]([NH:16][c:17]2[s:18][c:19]([S:22][c:23]3[c:24]([F:33])[c:25]([C:29](=[O:30])[O:31][CH3:32])[n:26][cH:27][cH:28]3)[cH:20][n:21]2)[n:14][cH:15]1.[ClH:36].[Na+:35].[O:38]1[CH2:39][CH2:40][CH2:41][CH2:42]1.[OH-:34].[OH2:37]>>[C:1]([CH3:2])([CH3:3])([CH3:4])[O:5][C:6](=[O:7])[NH:8][CH2:9][c:10]1[cH:11][cH:12][c:13]([NH:16][c:17]2[s:18][c:19]([S:22][c:23]3[c:24]([F:33])[c:25]([C:29](=[O:30])[OH:31])[n:26][cH:27][cH:28]3)[cH:20][n:21]2)[n:14][cH:15]1. The reactants are Cl.NCC(=O)NC(C1=CC=CC=C1)C1=CC=C(C=C1)Cl (rac-2-amino-N-[(4-chloro-phenyl)-phenyl-methyl]-acetamide hydrochloride), CC1=CC(=NO1)C(=O)O (5-methylisoxazole-3-carboxylic acid). Yields the product ClC1=CC=C(C=C1)C(C1=CC=CC=C1)NC(=O)CNC(=O)C1=NOC(=C1)C (rac-5-Methyl-isoxazole-3-carboxylic acid ({[(4-chloro-phenyl)-phenyl-methyl]-carbamoyl}-methyl)-amide). RXN SMILES: Cl.[NH2:2][CH2:3][C:4]([NH:6][CH:7]([C:14]1[CH:19]=[CH:18][C:17]([Cl:20])=[CH:16][CH:15]=1)[C:8]1[CH:13]=[CH:12][CH:11]=[CH:10][CH:9]=1)=[O:5].[CH3:21][C:22]1[O:26][N:25]=[C:24]([C:27](O)=[O:28])[CH:23]=1>>[Cl:20][C:17]1[CH:18]=[CH:19][C:14]([CH:7]([NH:6][C:4]([CH2:3][NH:2][C:27]([C:24]2[CH:23]=[C:22]([CH3:21])[O:26][N:25]=2)=[O:28])=[O:5])[C:8]2[CH:13]=[CH:12][CH:11]=[CH:10][CH:9]=2)=[CH:15][CH:16]=1 |f:0.1|. Reported procedure: Prepared in analogy to example 1.12 from rac-2-amino-N-[(4-chloro-phenyl)-phenyl-methyl]-acetamide hydrochloride (Example 3.1) and 5-methylisoxazole-3-carboxylic acid. MS (m/e): 382.0 (MH−, 100%).